From a dataset of the Open Reaction Database (ORD), a public repository of structured organic reaction records. describe an organic reaction: reactants, conditions, products, and yield The reactants are O1CCN(CC1)C1=CC=C2C(=C1)NCC21CCOCC1 (6-morpholino-2′,3′,5′,6′-tetrahydrospiro[indoline-3,4′-pyran]), ClC1=C(C(=NC2=CC(=CC=C12)F)C=1C(=NC=CC1)C)C (4-chloro-7-fluoro-3-methyl-2-(2-methylpyridin-3-yl)quinoline), CC(C)C1=CC(=C(C(=C1)C(C)C)C2=C(C=CC=C2)P(C3CCCCC3)C4CCCCC4)C(C)C (XPhos), CC(C)([O-])C.[Na+] (sodium tert-butoxide). Reagents/catalysts: C=1C=CC(=CC1)/C=C/C(=O)/C=C/C2=CC=CC=C2.C=1C=CC(=CC1)/C=C/C(=O)/C=C/C2=CC=CC=C2.C=1C=CC(=CC1)/C=C/C(=O)/C=C/C2=CC=CC=C2.[Pd].[Pd] (Pd2dba3). The solvent is C1(=CC=CC=C1)C (toluene), O (water), CCOC(=O)C (EtOAc). Conditions: temperature 100 celsius. The product is FC1=CC=C2C(=C(C(=NC2=C1)C=1C(=NC=CC1)C)C)N1CC2(CCOCC2)C2=CC=C(C=C12)N1CCOCC1 (1-(7-fluoro-3-methyl-2-(2-methyl-3-pyridinyl)-4-quinolinyl)-6-(4-morpholinyl)-1,2,2′,3′,5′,6′-hexahydrospiro[indole-3,4′-pyran]). As a reaction SMILES: [O:1]1[CH2:6][CH2:5][N:4]([C:7]2[CH:12]=[C:11]3[NH:13][CH2:14][C:15]4([CH2:20][CH2:19][O:18][CH2:17][CH2:16]4)[C:10]3=[CH:9][CH:8]=2)[CH2:3][CH2:2]1.Cl[C:22]1[C:31]2[C:26](=[CH:27][C:28]([F:32])=[CH:29][CH:30]=2)[N:25]=[C:24]([C:33]2[C:34]([CH3:39])=[N:35][CH:36]=[CH:37][CH:38]=2)[C:23]=1[CH3:40].CC(C1C=C(C(C)C)C(C2C=CC=CC=2P(C2CCCCC2)C2CCCCC2)=C(C(C)C)C=1)C.CC(C)([O-])C.[Na+]>C1(C)C=CC=CC=1.C1C=CC(/C=C/C(/C=C/C2C=CC=CC=2)=O)=CC=1.C1C=CC(/C=C/C(/C=C/C2C=CC=CC=2)=O)=CC=1.C1C=CC(/C=C/C(/C=C/C2C=CC=CC=2)=O)=CC=1.[Pd].[Pd].O.CCOC(C)=O>[F:32][C:28]1[CH:27]=[C:26]2[C:31]([C:22]([N:13]3[C:11]4[C:10](=[CH:9][CH:8]=[C:7]([N:4]5[CH2:3][CH2:2][O:1][CH2:6][CH2:5]5)[CH:12]=4)[C:15]4([CH2:20][CH2:19][O:18][CH2:17][CH2:16]4)[CH2:14]3)=[C:23]([CH3:40])[C:24]([C:33]3[C:34]([CH3:39])=[N:35][CH:36]=[CH:37][CH:38]=3)=[N:25]2)=[CH:30][CH:29]=1 |f:3.4,6.7.8.9.10|. Procedure details: To a stirred solution of 6-morpholino-2′,3′,5′,6′-tetrahydrospiro[indoline-3,4′-pyran] (86 mg, 0.31 mmol), 4-chloro-7-fluoro-3-methyl-2-(2-methylpyridin-3-yl)quinoline (90 mg, 0.31 mmol) in toluene (1.7 mL) was added Pd2dba3 (43 mg, 0.047 mmol), XPhos (45 mg, 0.09 mmol) and sodium tert-butoxide (90 mg, 0.94 mmol) and the reaction was heated in the microwave for 1 h at 100° C. After this time the reaction was cooled to rt and treated with EtOAc (100 mL) and water (40 mL). The separated organic la...